Dataset: the Open Reaction Database (ORD), a public repository of structured organic reaction records. Task: describe an organic reaction: reactants, conditions, products, and yield Starting materials: O=N[O-], Nc1ncccc1OC(F)(F)C(F)C(F)(F)F, [Na+], O, O=S(=O)(O)O. Yields the product Oc1ncccc1OC(F)(F)C(F)C(F)(F)F. Reaction SMILES: [N:23]([O-:24])=[O:25].[NH2:1][c:2]1[n:3][cH:4][cH:5][cH:6][c:7]1[O:8][C:9]([CH:10]([C:11]([F:12])([F:13])[F:14])[F:15])([F:16])[F:17].[Na+:26].[OH2:27].[S:18]([OH:19])(=[O:20])(=[O:21])[OH:22]>>[c:2]1([OH:19])[n:3][cH:4][cH:5][cH:6][c:7]1[O:8][C:9]([CH:10]([C:11]([F:12])([F:13])[F:14])[F:15])([F:16])[F:17]. Starting materials: ClC1=C(C=CC=C1)C1=NC(C=2N(C3=C1C=C(S3)CCC(=O)O)C(=NN2)C)C (3-[4-(2-chlorophenyl)-6,9-dimethyl-6H-thieno[3,2-f][1,2,4]triazolo[4,3-a][1,4]diazepin-2-yl]propionic acid), ON1N=NC2=C1C=CC=C2 (N-hydroxybenzotriazole), C(CC)NCCC (dipropylamine), C1(CCCCC1)N=C=NC1CCCCC1 (dicyclohexyl carbodiimide). The solvent is CN(C=O)C (dimethylformamide). Reaction conditions: time 10 minute. The product is C(CC)N(C(CCC1=CC=2C(=NC(C=3N(C2S1)C(=NN3)C)C)C3=C(C=CC=C3)Cl)=O)CCC (3-[4-(2-chlorophenyl)-6,9-dimethyl-6H-thieno[3,2-f][1,2,4]triazolo[4,3-a][1,4]diazepin-2-yl]propionic acid N,N-dipropylamide). As a reaction SMILES: [Cl:1][C:2]1[CH:7]=[CH:6][CH:5]=[CH:4][C:3]=1[C:8]1[C:14]2[CH:15]=[C:16]([CH2:18][CH2:19][C:20](O)=[O:21])[S:17][C:13]=2[N:12]2[C:23]([CH3:26])=[N:24][N:25]=[C:11]2[CH:10]([CH3:27])[N:9]=1.ON1C2C=CC=CC=2N=N1.[CH2:38]([NH:41][CH2:42][CH2:43][CH3:44])[CH2:39][CH3:40].C1(N=C=NC2CCCCC2)CCCCC1>CN(C)C=O>[CH2:38]([N:41]([CH2:42][CH2:43][CH3:44])[C:20](=[O:21])[CH2:19][CH2:18][C:16]1[S:17][C:13]2[N:12]3[C:23]([CH3:26])=[N:24][N:25]=[C:11]3[CH:10]([CH3:27])[N:9]=[C:8]([C:3]3[CH:4]=[CH:5][CH:6]=[CH:7][C:2]=3[Cl:1])[C:14]=2[CH:15]=1)[CH2:39][CH3:40]. Reported procedure: To a solution of 1.1 g of 3-[4-(2-chlorophenyl)-6,9-dimethyl-6H-thieno[3,2-f][1,2,4]triazolo[4,3-a][1,4]diazepin-2-yl]propionic acid in 15 ml of dimethylformamide are added 0.4 g of N-hydroxybenzotriazole and 0.4 ml of dipropylamine and stirred at room temperature for 10 minutes. To the mixture is added 0.65 g of dicyclohexyl carbodiimide under ice-cooling and stirred for 4 hours and furthermore stirred at room temperature for 16 hours. The resulting dicyclohexylurea is filtered off and to the f... Reactants: [Br-], CC(C)=O, CC1(C)CC(COS(C)(=O)=O)CCO1, [Li+]. Yields the product CC1(C)CC(CBr)CCO1. Reaction SMILES: [Br-:16].[CH3:17][C:18](=[O:19])[CH3:20].[CH3:1][S:2]([O:3][CH2:6][CH:7]1[CH2:8][C:9]([CH3:13])([CH3:14])[O:10][CH2:11][CH2:12]1)(=[O:4])=[O:5].[Li+:15]>>[CH2:6]([CH:7]1[CH2:8][C:9]([CH3:13])([CH3:14])[O:10][CH2:11][CH2:12]1)[Br:16]. Starting materials: COC(C)(C)C, CCOC(=O)C=Cc1cccc(N)c1, O=C(O)c1cccc(-c2cc(Cl)cc(Cl)c2)n1. Product: CCOC(=O)C=Cc1cccc(NC(=O)c2cccc(-c3cc(Cl)cc(Cl)c3)n2)c1. As a reaction SMILES: [C:32]([O:33][CH3:34])([CH3:35])([CH3:36])[CH3:37].[CH2:18]([CH3:19])[O:20][C:21]([CH:22]=[CH:23][c:24]1[cH:25][c:26]([NH2:30])[cH:27][cH:28][cH:29]1)=[O:31].[Cl:1][c:2]1[cH:3][c:4](-[c:9]2[cH:10][cH:11][cH:12][c:13]([C:15](=[O:16])[OH:17])[n:14]2)[cH:5][c:6]([Cl:8])[cH:7]1>>[Cl:1][c:2]1[cH:3][c:4](-[c:9]2[cH:10][cH:11][cH:12][c:13]([C:15](=[O:17])[NH:30][c:26]3[cH:25][c:24]([CH:23]=[CH:22][C:21]([O:20][CH2:18][CH3:19])=[O:31])[cH:29][cH:28][cH:27]3)[n:14]2)[cH:5][c:6]([Cl:8])[cH:7]1. Reactants: ClC=1N(N=C2CCCCC12)C1=C(C=C(C(=C1)O)Cl)F (3-chloro-2-(4-chloro-2-fluoro-5-hydroxyphenyl)-4,5,6,7-tetrahydro-2H-indazole), C([O-])([O-])=O.[K+].[K+] (potassium carbonate), C(C)I (ethyl iodide), O (water). Run in CN(C=O)C (dimethylformamide). Run at temperature 60 celsius, time 3 hour. Yields the product ClC1=CC(=C(C=C1OCC)N1N=C2CCCCC2=C1)F (4-chloro-2-fluoro-5-ethoxyphenyl-4,5,6,7-tetrahydro-2H-indazole). RXN SMILES: Cl[C:2]1[N:3]([C:11]2[CH:16]=[C:15]([OH:17])[C:14]([Cl:18])=[CH:13][C:12]=2[F:19])[N:4]=[C:5]2[C:10]=1[CH2:9][CH2:8][CH2:7][CH2:6]2.C(=O)([O-])[O-].[K+].[K+].[CH2:26](I)[CH3:27].O>CN(C)C=O>[Cl:18][C:14]1[C:15]([O:17][CH2:26][CH3:27])=[CH:16][C:11]([N:3]2[CH:2]=[C:10]3[C:5]([CH2:6][CH2:7][CH2:8][CH2:9]3)=[N:4]2)=[C:12]([F:19])[CH:13]=1 |f:1.2.3|. Procedure details: Into a solution of 3-chloro-2-(4-chloro-2-fluoro-5-hydroxyphenyl)-4,5,6,7-tetrahydro-2H-indazole (0.9 g) in dimethylformamide (10 ml), there was added potassium carbonate (0.25 g) and ethyl iodide (1 g), and the mixture was stirred for 60° C. for 3 hours. After cooling, water was added to the reaction mixture, followed by extraction with ether. The ether layer was washed with water twice, dried and concentrated. The residue was crystallized from hexane to give 0.2 g of 3-chloro-2-(4-chloro-2-flu... The yield is 63.0%. Reported procedure: Thionylchloride (237 microL, 3.27 mmol) was added to a stirred solution of 3,3-dimethyl-4-[6-(methyl-phenyl-carbamoyloxy)-pyridin-3-ylcarbamoyl]-butyric acid (0.63 g, 1.63 mmol) in dichloromethane (10 mL). After stirring for 10 minutes the solution was divided into 4 equal portions of acid chloride. To one portion was added morpholine (0.5 mL) and after stirring for 2 hours at room temperature the crude product was purified by flash column chromatography (SiO2), yielding the title compound (117 ... Run at time 10 minute. The reactants are N1CCOCC1 (morpholine), crude product, S(=O)(Cl)Cl (Thionylchloride), CC(CC(=O)O)(CC(NC=1C=NC(=CC1)OC(N(C1=CC=CC=C1)C)=O)=O)C (3,3-dimethyl-4-[6-(methyl-phenyl-carbamoyloxy)-pyridin-3-ylcarbamoyl]-butyric acid), acid chloride. Product: CC(CC(=O)NC=1C=CC(=NC1)OC(N(C1=CC=CC=C1)C)=O)(CC(=O)N1CCOCC1)C (Methyl-phenyl-carbamic acid 5-(3,3-dimethyl-5-morpholin-4-yl-5-oxo-pentanoylamino)-pyridin-2-yl ester). RXN SMILES: S(Cl)(Cl)=O.[CH3:5][C:6]([CH3:32])([CH2:11][C:12](=[O:31])[NH:13][C:14]1[CH:15]=[N:16][C:17]([O:20][C:21](=[O:30])[N:22]([CH3:29])[C:23]2[CH:28]=[CH:27][CH:26]=[CH:25][CH:24]=2)=[CH:18][CH:19]=1)[CH2:7][C:8]([OH:10])=O.[NH:33]1[CH2:38][CH2:37][O:36][CH2:35][CH2:34]1>ClCCl>[CH3:5][C:6]([CH3:32])([CH2:7][C:8]([N:33]1[CH2:38][CH2:37][O:36][CH2:35][CH2:34]1)=[O:10])[CH2:11][C:12]([NH:13][C:14]1[CH:19]=[CH:18][C:17]([O:20][C:21](=[O:30])[N:22]([CH3:29])[C:23]2[CH:24]=[CH:25][CH:26]=[CH:27][CH:28]=2)=[N:16][CH:15]=1)=[O:31]. Solvent: ClCCl (dichloromethane). The reactants are ClC1=CC=C(C=C1)S(=O)(=O)NCCCCC(CCC(=O)N)CCCC=1C=NC=CC1 (8-(p-chlorophenylsulfonamido)-4-[3-(3-pyridyl)propyl]-octanamide), N1=CC=CC=C1 (pyridine), FC(C(=O)OC(C(F)(F)F)=O)(F)F (trifluoroacetic anhydride). The solvent is O1CCOCC1 (dioxane). Reaction conditions: time 3 hour. The product is ClC1=CC=C(C=C1)S(=O)(=O)NCCCCC(CCC#N)CCCC=1C=NC=CC1 (8-(p-chlorophenylsulfonamido)-4-[3-(3-pyridyl)propyl]-octanenitrile). Reaction SMILES: [Cl:1][C:2]1[CH:7]=[CH:6][C:5]([S:8]([NH:11][CH2:12][CH2:13][CH2:14][CH2:15][CH:16]([CH2:22][CH2:23][CH2:24][C:25]2[CH:26]=[N:27][CH:28]=[CH:29][CH:30]=2)[CH2:17][CH2:18][C:19]([NH2:21])=O)(=[O:10])=[O:9])=[CH:4][CH:3]=1.N1C=CC=CC=1.FC(F)(F)C(OC(=O)C(F)(F)F)=O>O1CCOCC1>[Cl:1][C:2]1[CH:7]=[CH:6][C:5]([S:8]([NH:11][CH2:12][CH2:13][CH2:14][CH2:15][CH:16]([CH2:22][CH2:23][CH2:24][C:25]2[CH:26]=[N:27][CH:28]=[CH:29][CH:30]=2)[CH2:17][CH2:18][C:19]#[N:21])(=[O:10])=[O:9])=[CH:4][CH:3]=1. Procedure: A mixture of 1.44 g of 8-(p-chlorophenylsulfonamido)-4-[3-(3-pyridyl)propyl]-octanamide (example 24) and 0.52 ml pyridine in 5.8 ml dioxane is cooled to 0° and 0.51 ml trifluoroacetic anhydride is added over a period of 1 h. The mixture is then stirred at room temperature for 3 h. The reaction is quenched by the addition of saturated aqueous sodium bicarbonate solution and extracted with methylene chloride (2×20 ml). The combined organic extracts are dried, filtered and evaporated to give 8-(p-c... Reactants: C1COCCO1, COC(=O)c1ccc(Cc2c(C)c(OC)c(OC)c(OC)c2OC)cc1-c1cccnc1, [Na+], [OH-], O. Product: COc1c(C)c(Cc2ccc(C(=O)O)c(-c3cccnc3)c2)c(OC)c(OC)c1OC. As a reaction SMILES: [CH2:35]1[O:36][CH2:37][CH2:38][O:39][CH2:40]1.[CH3:1][O:2][c:3]1[c:4]([CH3:32])[c:5]([CH2:6][c:7]2[cH:8][c:9](-[c:17]3[cH:18][n:19][cH:20][cH:21][cH:22]3)[c:10]([C:11](=[O:12])[O:13][CH3:14])[cH:15][cH:16]2)[c:23]([O:30][CH3:31])[c:24]([O:28][CH3:29])[c:25]1[O:26][CH3:27].[Na+:34].[OH-:33].[OH2:41]>>[CH3:1][O:2][c:3]1[c:4]([CH3:32])[c:5]([CH2:6][c:7]2[cH:8][c:9](-[c:17]3[cH:18][n:19][cH:20][cH:21][cH:22]3)[c:10]([C:11](=[O:12])[OH:13])[cH:15][cH:16]2)[c:23]([O:30][CH3:31])[c:24]([O:28][CH3:29])[c:25]1[O:26][CH3:27]. The reactants are C1CCC2=NCCCN2CC1, ClCCl, Cc1ccc(S(=O)(=O)N(CC(=O)N(C)C)c2ccc(Cl)cc2C(=O)c2ccccc2Cl)cc1. Yields the product Cc1ccc(S(=O)(=O)N2c3ccc(Cl)cc3C(O)(c3ccccc3Cl)C2C(=O)N(C)C)cc1. Reaction SMILES: [CH2:34]1[CH2:35][CH2:36][C:37]2=[N:42][CH2:41][CH2:40][CH2:39][N:38]2[CH2:43][CH2:44]1.[Cl:45][CH2:46][Cl:47].[S:1](=[O:2])(=[O:3])([c:4]1[cH:5][cH:6][c:7]([CH3:8])[cH:9][cH:10]1)[N:11]([CH2:12][C:13]([N:14]([CH3:15])[CH3:16])=[O:17])[c:18]1[c:19]([C:20](=[O:21])[c:22]2[c:23]([Cl:28])[cH:24][cH:25][cH:26][cH:27]2)[cH:29][c:30]([Cl:33])[cH:31][cH:32]1>>[S:1](=[O:2])(=[O:3])([c:4]1[cH:5][cH:6][c:7]([CH3:8])[cH:9][cH:10]1)[N:11]1[CH:12]([C:13]([N:14]([CH3:15])[CH3:16])=[O:17])[C:20]([OH:21])([c:22]2[c:23]([Cl:28])[cH:24][cH:25][cH:26][cH:27]2)[c:19]2[c:18]1[cH:32][cH:31][c:30]([Cl:33])[cH:29]2. Starting materials: C(C)(C)(C)C1=CC=C(C(=O)NC2=C(C(=O)NC3=CC=C(C=C3)OC)C=CC(=C2)N)C=C1 (2-(4-tert-butylbenzoylamino)-4-amino-N-(4-methoxyphenyl)benzamide), C1(CCCCC1)N=C=NC1CCCCC1 (dicyclohexylcarbodiimide), C1=CC2=C(N=C1)N(N=N2)O (7-aza-1-hydroxybenzotriazole), C(C)(C)(C)OC(=O)N[C@@H](CC1=CC=CC=C1)C(=O)O (N-(tert-butoxycarbonyl)-L-phenylalanine). Solvent: CN(C=O)C (N,N-dimethylformamide). Run at time 1 hour. The product is C(C)(C)(C)C1=CC=C(C(=O)NC2=C(C(=O)NC3=CC=C(C=C3)OC)C=CC(=C2)NC([C@@H](NC(=O)OC(C)(C)C)CC2=CC=CC=C2)=O)C=C1 (2-(4-tert-Butylbenzoylamino)-4-[[N-(tert-butyloxycarbonyl)-L-phenylalanyl]amino]-N-(4-methoxyphenyl)benzamide). Isolated yield 59.9%. RXN SMILES: [C:1]([O:5][C:6]([NH:8][C@H:9]([C:17]([OH:19])=O)[CH2:10][C:11]1[CH:16]=[CH:15][CH:14]=[CH:13][CH:12]=1)=[O:7])([CH3:4])([CH3:3])[CH3:2].[C:20]([C:24]1[CH:50]=[CH:49][C:27]([C:28]([NH:30][C:31]2[CH:47]=[C:46]([NH2:48])[CH:45]=[CH:44][C:32]=2[C:33]([NH:35][C:36]2[CH:41]=[CH:40][C:39]([O:42][CH3:43])=[CH:38][CH:37]=2)=[O:34])=[O:29])=[CH:26][CH:25]=1)([CH3:23])([CH3:22])[CH3:21].C1(N=C=NC2CCCCC2)CCCCC1.C1C=NC2N(O)N=NC=2C=1>CN(C)C=O>[C:20]([C:24]1[CH:50]=[CH:49][C:27]([C:28]([NH:30][C:31]2[CH:47]=[C:46]([NH:48][C:17](=[O:19])[C@H:9]([CH2:10][C:11]3[CH:12]=[CH:13][CH:14]=[CH:15][CH:16]=3)[NH:8][C:6]([O:5][C:1]([CH3:2])([CH3:3])[CH3:4])=[O:7])[CH:45]=[CH:44][C:32]=2[C:33]([NH:35][C:36]2[CH:41]=[CH:40][C:39]([O:42][CH3:43])=[CH:38][CH:37]=2)=[O:34])=[O:29])=[CH:26][CH:25]=1)([CH3:23])([CH3:21])[CH3:22]. Procedure: To a solution of N-(tert-butoxycarbonyl)-L-phenylalanine (130 mg, 0.49 mmol) in N,N-dimethylformamide (5 mL) cooled to 0° C. was added 2-(4-tert-butylbenzoylamino)-4-amino-N-(4-methoxyphenyl)benzamide (240 mg, 0.49 mmol), dicyclohexylcarbodiimide (112 mg, 0.54 mmol), and 7-aza-1-hydroxybenzotriazole (71 mg, 0.52 mmol). After stirring for 1 h, the reaction mixture was allowed to warm to room temperature. After 12 h, the mixture was filtered and the filtrate diluted with ethyl acetate. The solutio...